The task is: describe an organic reaction: reactants, conditions, products, and yield. This data is from the Open Reaction Database (ORD), a public repository of structured organic reaction records. Starting materials: [H][H] (hydrogen), [Br-].C(C)N1C[NH+](C=C1C1=CC=C(C=C1)O)CC1=CC=CC=C1 (3-ethyl-4-(4-hydroxyphenyl)-1-(phenylmethyl)-1H-imidazolium bromide). The reagents and catalysts are [Pd] (palladium-on-charcoal). Solvent: C(C)O (ethanol). Yields the product Br.C(C)N1C=NC=C1C1=CC=C(C=C1)O (4-(1-ethyl-1H-imidazol-5-yl)phenol monohydrobromide). Reaction SMILES: [Br-:1].[CH2:2]([N:4]1[C:8]([C:9]2[CH:14]=[CH:13][C:12]([OH:15])=[CH:11][CH:10]=2)=[CH:7][NH+:6](CC2C=CC=CC=2)[CH2:5]1)[CH3:3].[H][H]>[Pd].C(O)C>[BrH:1].[CH2:2]([N:4]1[C:8]([C:9]2[CH:14]=[CH:13][C:12]([OH:15])=[CH:11][CH:10]=2)=[CH:7][N:6]=[CH:5]1)[CH3:3] |f:0.1,5.6|. Procedure: A mixture of 7 parts of 3-ethyl-4-(4-hydroxyphenyl)-1-(phenylmethyl)-1H-imidazolium bromide and 120 parts of ethanol is hydrogenated at normal pressure and at room temperature with 2 parts of palladium-on-charcoal catalyst 10%. After the calculated amount of hydrogen is taken up, the catalyst is filtered off and the filtrate is evaporated. The oily residue solidifies on scratching in 2-propanone. The product is filtered off and dried, yielding 5 parts of 4-(1-ethyl-1H-imidazol-5-yl)phenol monohy... Solvent: C(C)#N (acetonitrile). Starting materials: C(CCCCCCC)(=O)OCCBr (2-Bromoethyl octanoate), CNC (dimethylamine). Run at time 48 hour. Procedure: 2-Bromoethyl octanoate (0.2 g, 0.72 mmol) and 40% aqueous dimethylamine (4.2 mL, 36 mmol) were dissolved in acetonitrile (10 mL). The reaction mixture was stirred at room temperature for 48 hours. After removal of acetonitrile under vacuum, chloroform (30 mL) was added. The chloroform layer was extracted with potassium carbonate solution (20 mL, 0.01N) and water (2×20 mL), then was dried over sodium sulfate. The drying agent was suction filtered, and the chloroform removed in vacuo. The resultin... Reaction SMILES: [C:1]([O:10][CH2:11][CH2:12]Br)(=[O:9])[CH2:2][CH2:3][CH2:4][CH2:5][CH2:6][CH2:7][CH3:8].[CH3:14][NH:15][CH3:16]>C(#N)C>[C:1]([O:10][CH2:11][CH2:12][N:15]([CH3:16])[CH3:14])(=[O:9])[CH2:2][CH2:3][CH2:4][CH2:5][CH2:6][CH2:7][CH3:8]. Isolated yield 83.8%. Product: C(CCCCCCC)(=O)OCCN(C)C (2-(Dimethylamino)Ethyl Octanoate). The reactants are O=C(c1ccc(Cl)cc1Cl)N1CCC(N(Cc2ccnc3ccccc23)C(=O)C(F)(F)F)CC1Cc1ccccc1, CO, [Na+], C1CCOC1, [OH-]. Yields the product O=C(c1ccc(Cl)cc1Cl)N1CCC(NCc2ccnc3ccccc23)CC1Cc1ccccc1. As a reaction SMILES: [CH2:1]([c:2]1[cH:3][cH:4][cH:5][cH:6][cH:7]1)[CH:8]1[N:9]([C:32]([c:33]2[c:34]([Cl:40])[cH:35][c:36]([Cl:39])[cH:37][cH:38]2)=[O:41])[CH2:10][CH2:11][CH:12]([N:14]([C:15](=[O:16])[C:17]([F:18])([F:19])[F:20])[CH2:21][c:22]2[cH:23][cH:24][n:25][c:26]3[cH:27][cH:28][cH:29][cH:30][c:31]23)[CH2:13]1.[CH3:44][OH:45].[Na+:43].[O:46]1[CH2:47][CH2:48][CH2:49][CH2:50]1.[OH-:42]>>[CH2:1]([c:2]1[cH:3][cH:4][cH:5][cH:6][cH:7]1)[CH:8]1[N:9]([C:32]([c:33]2[c:34]([Cl:40])[cH:35][c:36]([Cl:39])[cH:37][cH:38]2)=[O:41])[CH2:10][CH2:11][CH:12]([NH:14][CH2:21][c:22]2[cH:23][cH:24][n:25][c:26]3[cH:27][cH:28][cH:29][cH:30][c:31]23)[CH2:13]1. Starting materials: P(=O)(O)(O)[O-].[Na+] (sodium dihydrogen phosphate), Cl.C(C)N=C=NCCCN(C)C (1-ethyl-3-(3-dimethylaminopropyl)carbodiimide hydrochloride), C(CCCCC)NS(=O)(=O)CCCCCC/C=C/CC(=O)O ((E)-10-hexylsulfamoyl-dec-3-enoic acid), C(C)(C)[C@@H]1NC(OC1(C1=CC=CC=C1)C1=CC=CC=C1)=S ((S)-4-isopropyl-5,5-diphenyl-oxazolidine-2-thione). Reagents/catalysts: CN(C)C1=CC=NC=C1 (N,N-dimethyl-4-aminopyridine). Solvent: C(C)(=O)OCC (ethyl acetate), ClCCl (dichloromethane). Conditions: temperature 0 celsius, time 13 hour. Yields the product C(CCCCC)NS(=O)(=O)CCCCCCC=CCC=O (10-oxo-dec-7-ene-1-sulfonic acid hexylamide). The yield is 101.6%. As a reaction SMILES: [CH2:1]([NH:7][S:8]([CH2:11][CH2:12][CH2:13][CH2:14][CH2:15][CH2:16]/[CH:17]=[CH:18]/[CH2:19][C:20](O)=[O:21])(=[O:10])=[O:9])[CH2:2][CH2:3][CH2:4][CH2:5][CH3:6].C([C@H]1C(C2C=CC=CC=2)(C2C=CC=CC=2)OC(=S)N1)(C)C.Cl.C(N=C=NCCCN(C)C)C.P([O-])(O)(O)=O.[Na+]>ClCCl.CN(C1C=CN=CC=1)C.C(OCC)(=O)C>[CH2:1]([NH:7][S:8]([CH2:11][CH2:12][CH2:13][CH2:14][CH2:15][CH2:16][CH:17]=[CH:18][CH2:19][CH:20]=[O:21])(=[O:10])=[O:9])[CH2:2][CH2:3][CH2:4][CH2:5][CH3:6] |f:2.3,4.5|. Procedure: Under a nitrogen atmosphere, (E)-10-hexylsulfamoyl-dec-3-enoic acid (100 mg, 0.30 mmol) obtained in Step C-3 and (S)-4-isopropyl-5,5-diphenyl-oxazolidine-2-thione (89.2 mg, 0.30 mmol) were dissolved in dichloromethane (3.5 mL), and the mixture was cooled to 0° C. While maintaining the temperature at 0° C., N,N-dimethyl-4-aminopyridine (3.7 mg, 0.03 mmol) and 1-ethyl-3-(3-dimethylaminopropyl)carbodiimide hydrochloride (74.7 mg, 0.39 mmol) were added in order, and the mixture was stirred at 0° C. ... Reactants: CCOCC (Et2O), Cl (HCl), C(C)(C)(C)OC(NC1CN(CC1)C(=O)C1=CC2=NC=CC(=C2S1)Cl)=O ([1-(7-chloro-thieno[3,2-b]pyridine-2-carbonyl)-pyrrolidin-3-yl]-carbamic acid tert-butyl ester), C(Cl)Cl.CO (CH2Cl2 MeOH). Run in CO (MeOH). Conditions: time 10 minute. Product: NC1CN(CC1)C(=O)C1=CC2=NC=CC(=C2S1)Cl ((+/−)-(3-Amino-pyrrolidin-1-yl)-(7-chloro-thieno[3,2-b]pyridin-2yl)-methanone). As a reaction SMILES: Cl.C(OC(=O)[NH:8][CH:9]1[CH2:13][CH2:12][N:11]([C:14]([C:16]2[S:24][C:23]3[C:18](=[N:19][CH:20]=[CH:21][C:22]=3[Cl:25])[CH:17]=2)=[O:15])[CH2:10]1)(C)(C)C.C(Cl)Cl.CO.CCOCC>CO>[NH2:8][CH:9]1[CH2:13][CH2:12][N:11]([C:14]([C:16]2[S:24][C:23]3[C:18](=[N:19][CH:20]=[CH:21][C:22]=3[Cl:25])[CH:17]=2)=[O:15])[CH2:10]1 |f:2.3|. Procedure details: HCl(g) was bubbled through a solution of [1-(7-chloro-thieno[3,2-b]pyridine-2-carbonyl)-pyrrolidin-3-yl]-carbamic acid tert-butyl ester (0.472 g, 1.23 mmol) in MeOH (10 mL). After 10 min, TLC (CH2Cl2/MeOH 9:1) showed the reaction to be complete. The reaction mixture was poured into Et2O (50 mL), and a white precipitate formed. The white solid was collected by filtration and washed with Et2O to afford the title compound. MS: 281.0/283.0 (MH+); HPLC Rf; 3.02 min; HPLC purity: 99%. The reactants are COB(OC)OC (trimethoxyborane), BrC1=C(C=CC(=C1)Br)F (2,4-dibromofluorobenzene), [Mg] (magnesium), C(C)(=O)O (acetic acid), [Mg] (magnesium). Solvent: C(C)OCC (diethyl ether), O1CCCC1 (tetrahydrofuran), O1CCCC1 (THF), O (water). Run at temperature -78 celsius, time 1 hour. Yields the product OB(C1=C(C=CC(=C1)Br)F)O (Dihydroxy-(5-bromo-2-fluorophenyl)-borane). As a reaction SMILES: Br[C:2]1[CH:7]=[C:6]([Br:8])[CH:5]=[CH:4][C:3]=1[F:9].[Mg].C[O:12][B:13](OC)[O:14]C.C(O)(=O)C>O1CCCC1.C(OCC)C.O>[OH:12][B:13]([OH:14])[C:2]1[CH:7]=[C:6]([Br:8])[CH:5]=[CH:4][C:3]=1[F:9]. Procedure details: A solution of 2,4-dibromofluorobenzene (12.7 g, containing 30% 3,4-dibromofluorobenzene) in dry tetrahydrofuran (THF) (10 ml) is added over 5 min to a stirred suspension of magnesium turnings (1.15 g) in dry THF (50 ml) under an atmosphere of nitrogen and cooled in a water bath. After 1 hour, when all the magnesium has reacted, this reagent is added over 20 min to a stirred solution of trimethoxyborane (7 ml) in dry diethyl ether (80 ml) under an atmosphere of nitrogen and cooled at -78° C. The ... Starting materials: C(C)(C)(C)OC(=O)N[C@H]1CCCCCC(C[C@H]2[C@](NC([C@H]3N(C1=O)C[C@@H](C3)O)=O)(C2)C(=O)O)(F)F ((2R,6S,13aS,14aR,16aS)-6-(tert-butoxycarbonylamino)-12,12-difluoro-2-hydroxy-5,16-dioxooctadecahydrocyclopropa[e]pyrrolo[1,2-a][1,4]diazacyclopentadecine-14a-carboxylic acid), ClC1=NC2=CC=CC=C2N=C1CC (2-chloro-3-ethylquinoxaline), CN(C)C=O (DMF), ClC1=NC2=CC=CC=C2N=C1CC (2-chloro-3-ethylquinoxaline), CCC(C)(C)[O-].[Na+] (sodium tert-pentoxide), CCC(C)(C)[O-].[Na+] (sodium tert-pentoxide). The solvent is CC#N (CH3CN), Cl (HCl). Reaction conditions: time 17 hour. The product is C(C)(C)(C)OC(=O)N[C@H]1CCCCCC(C[C@H]2[C@](NC([C@H]3N(C1=O)C[C@@H](C3)OC3=NC1=CC=CC=C1N=C3CC)=O)(C2)C(=O)O)(F)F ((2R,6S,13aS,14aR,16aS)-6-(tert-butoxycarbonylamino)-2-(3-ethylquinoxalin-2-yloxy)-12,12-difluoro-5,16-dioxooctadecahydrocyclopropa[e]pyrrolo[1,2-a][1,4]diazacyclopentadecine-14a-carboxylic acid). The yield is 57.5%. As a reaction SMILES: [C:1]([O:5][C:6]([NH:8][C@@H:9]1[C:23](=[O:24])[N:22]2[CH2:25][C@H:26]([OH:28])[CH2:27][C@H:21]2[C:20](=[O:29])[NH:19][C@:18]2([C:31]([OH:33])=[O:32])[CH2:30][C@H:17]2[CH2:16][C:15]([F:35])([F:34])[CH2:14][CH2:13][CH2:12][CH2:11][CH2:10]1)=[O:7])([CH3:4])([CH3:3])[CH3:2].Cl[C:37]1[C:46]([CH2:47][CH3:48])=[N:45][C:44]2[C:39](=[CH:40][CH:41]=[CH:42][CH:43]=2)[N:38]=1.CN(C=O)C.CCC([O-])(C)C.[Na+]>CC#N.Cl>[C:1]([O:5][C:6]([NH:8][C@@H:9]1[C:23](=[O:24])[N:22]2[CH2:25][C@H:26]([O:28][C:37]3[C:46]([CH2:47][CH3:48])=[N:45][C:44]4[C:39](=[CH:40][CH:41]=[CH:42][CH:43]=4)[N:38]=3)[CH2:27][C@H:21]2[C:20](=[O:29])[NH:19][C@:18]2([C:31]([OH:33])=[O:32])[CH2:30][C@H:17]2[CH2:16][C:15]([F:35])([F:34])[CH2:14][CH2:13][CH2:12][CH2:11][CH2:10]1)=[O:7])([CH3:4])([CH3:2])[CH3:3] |f:3.4|. Reported procedure: To (2R,6S,13aS,14aR,16aS)-6-(tert-butoxycarbonylamino)-12,12-difluoro-2-hydroxy-5,16-dioxooctadecahydrocyclopropa[e]pyrrolo[1,2-a][1,4]diazacyclopentadecine-14a-carboxylic acid (Example 7j, 87.4 mg, 0.174 mmol) was added 2-chloro-3-ethylquinoxaline (47.7 mg, 0.247 mmol) and DMF (868 μl). To this solution was added sodium tert-pentoxide (48.9 mg, 0.444 mmol) at room temperature, and the mixture turned dark purple (slightly exothermic). The reaction mixture was stirred at room temperature for 17 h...